Dataset: the Open Reaction Database (ORD), a public repository of structured organic reaction records. Task: describe an organic reaction: reactants, conditions, products, and yield The reactants are NC=1SC2=C(N1)C=C(C=C2)NC(=S)N ((2-Amino-benzothiazol-5-yl)-thiourea), Br.C1(=CC=CC=C1)SC(=N)C=1SC=CC1 (thiophene-2-carboximidothioic acid phenyl ester hydrobromide). Run in C(C)OCC (diethyl ether), C(C)O (ethanol). Conditions: time 17 hour. The product is Br.NC=1SC2=C(N1)C=C(C=C2)NC(=N)C=2SC=CC2 (N-(2-Amino-benzothiazol-5-yl)-thiophene-2-carboxamidine hydrobromide). RXN SMILES: [NH2:1][C:2]1[S:3][C:4]2[CH:10]=[CH:9][C:8]([NH:11][C:12]([NH2:14])=S)=[CH:7][C:5]=2[N:6]=1.[BrH:15].C1(SC([C:25]2[S:26][CH:27]=[CH:28][CH:29]=2)=N)C=CC=CC=1>C(O)C.C(OCC)C>[BrH:15].[NH2:1][C:2]1[S:3][C:4]2[CH:10]=[CH:9][C:8]([NH:11][C:12]([C:25]3[S:26][CH:27]=[CH:28][CH:29]=3)=[NH:14])=[CH:7][C:5]=2[N:6]=1 |f:1.2,5.6|. Reported procedure: To a solution of the amino urea compound (Example 18, 35 mg, 0.21 mmol) in ethanol (1.4 mL) was added thiophene-2-carboximidothioic acid phenyl ester hydrobromide (63.7 mg, 0.21 mmol). The mixture was stirred at room temperature for 17 hours and then diluted with diethyl ether. The light yellow precipitate was collected by filtration (64.8 mg, 93%). 1H-NMR (DMSO d6) δ: 11.36 (br s, 1H), 9.72 (br s, 1H), 8.83 (br s, 1H), 8.17 (d, 1H, J=4.68 Hz).